This data is from the Open Reaction Database (ORD), a public repository of structured organic reaction records. The task is: describe an organic reaction: reactants, conditions, products, and yield The reactants are CCOC(C)=O, CC(=O)C(CN(C)C)c1ccc(C)cc1, CI. Product: CC(=O)C(C[N+](C)(C)C)c1ccc(C)cc1, [I-]. Reaction SMILES: [CH3:18][CH2:19][O:20][C:21]([CH3:22])=[O:23].[CH3:1][N:2]([CH2:3][CH:4]([C:5]([CH3:6])=[O:7])[c:8]1[cH:9][cH:10][c:11]([CH3:14])[cH:12][cH:13]1)[CH3:15].[I:16][CH3:17]>>[CH3:1][N+:2]([CH2:3][CH:4]([C:5]([CH3:6])=[O:7])[c:8]1[cH:9][cH:10][c:11]([CH3:14])[cH:12][cH:13]1)([CH3:15])[CH3:17].[I-:16].